Dataset: the Open Reaction Database (ORD), a public repository of structured organic reaction records. Task: describe an organic reaction: reactants, conditions, products, and yield Reactants: BrC=1SC(=C(N1)C(=O)NCCNC(OC(C)(C)C)=O)C1=CC=CC=C1 (t-butyl [2-(2-bromo-5-phenyl-4-thiazolecarboxamido)ethyl]carbamate), FC(C(=O)O)(F)F (trifluoroacetic acid). Run in C(Cl)Cl (methylene chloride). The product is Br.NCCNC(=O)C=1N=C(SC1C1=CC=CC=C1)Br (N-(2-aminoethyl)-2-bromo-5-phenyl-4-thiazolecarboxamide hydrobromide). Isolated yield 184.2%. Reaction SMILES: [Br:1][C:2]1[S:3][C:4]([C:20]2[CH:25]=[CH:24][CH:23]=[CH:22][CH:21]=2)=[C:5]([C:7]([NH:9][CH2:10][CH2:11][NH:12]C(=O)OC(C)(C)C)=[O:8])[N:6]=1.FC(F)(F)C(O)=O>C(Cl)Cl>[BrH:1].[NH2:12][CH2:11][CH2:10][NH:9][C:7]([C:5]1[N:6]=[C:2]([Br:1])[S:3][C:4]=1[C:20]1[CH:25]=[CH:24][CH:23]=[CH:22][CH:21]=1)=[O:8] |f:3.4|. Procedure: 0.5 g (1.2 mmol) of t-butyl [2-(2-bromo-5-phenyl-4-thiazolecarboxamido)ethyl]carbamate, 2 ml of trifluoroacetic acid and 10 ml of methylene chloride were heated to reflux for 2 hours and then evaporated. The residue was dissolved in methanol and treated with 1 ml of hydrobromic acid in glacial acetic acid (- 30%). Renewed evaporation and recrystallization of the residue from methanol/ether yields 0.45 g (94.2%) of N-(2-aminoethyl)-2-bromo-5-phenyl-4-thiazolecarboxamide hydrobromide as beige crys... Starting materials: CCOC(C)=O, COC(=O)c1cc([N+](=O)[O-])c(C)s1, [H][H]. The product is COC(=O)c1cc(N)c(C)s1. Reaction SMILES: [CH3:16][CH2:17][O:18][C:19](=[O:20])[CH3:21].[CH3:1][O:2][C:3](=[O:4])[c:5]1[s:6][c:7]([CH3:13])[c:8]([N+:10]([O-:11])=[O:12])[cH:9]1.[H:14][H:15]>>[CH3:1][O:2][C:3](=[O:4])[c:5]1[s:6][c:7]([CH3:13])[c:8]([NH2:10])[cH:9]1. The reactants are CCCCCCCCC(CCCCCC)C(=O)Cl, CC(C)=O, O, c1ccncc1, c1nc[nH]n1. Yields the product CCCCCCCCC(CCCCCC)C(=O)n1cncn1. As a reaction SMILES: [CH2:1]([CH2:2][CH2:3][CH2:4][CH2:5][CH3:6])[CH:7]([C:8](=[O:9])[Cl:10])[CH2:11][CH2:12][CH2:13][CH2:14][CH2:15][CH2:16][CH2:17][CH3:18].[CH3:31][C:32](=[O:33])[CH3:34].[OH2:30].[cH:24]1[cH:25][cH:26][n:27][cH:28][cH:29]1.[nH:19]1[n:20][cH:21][n:22][cH:23]1>>[CH2:1]([CH2:2][CH2:3][CH2:4][CH2:5][CH3:6])[CH:7]([C:8](=[O:9])[n:19]1[n:20][cH:21][n:22][cH:23]1)[CH2:11][CH2:12][CH2:13][CH2:14][CH2:15][CH2:16][CH2:17][CH3:18]. Run in C1=CC=CC=C1 (benzene). Starting materials: CN(C1(N(CCC1)C)OC)C (2-dimethylamino-2-methoxy-1-methylpyrrolidine), ClC1=CC=C(CC#N)C=C1 (4-chlorobenzylcyanide), C(C)(C)O (isopropanol). RXN SMILES: CN(C)[C:3]1(OC)[CH2:7][CH2:6][CH2:5][N:4]1[CH3:8].[Cl:12][C:13]1[CH:21]=[CH:20][C:16]([CH2:17][C:18]#[N:19])=[CH:15][CH:14]=1.C(O)(C)C>C1C=CC=CC=1>[C:18]([C:17](=[C:3]1[CH2:7][CH2:6][CH2:5][N:4]1[CH3:8])[C:16]1[CH:20]=[CH:21][C:13]([Cl:12])=[CH:14][CH:15]=1)#[N:19]. Product: C(#N)C(C1=CC=C(C=C1)Cl)=C1N(CCC1)C (2-(α-cyano-4-chlorobenzylidene)-1-methylpyrrolidine). Yield: 23.1%. Procedure: Stir 7.9 g of the title compound of Example 85 and 7.05 g of 4-chlorobenzylcyanide in 30 ml of benzene for 3 hours at 45°. Free the resulting reaction mixture from solvent by distillation to produce a dark-brown crystalline residue. Take up this residue with 10 ml of isopropanol and filter it to obtain 2.5 g of the title compound as yellowish crystals of m.p. 68° to 71°.